Dataset: the Open Reaction Database (ORD), a public repository of structured organic reaction records. Task: describe an organic reaction: reactants, conditions, products, and yield Isolated yield 72.8%. Reactants: IC1=C(C=CC=C1)C(F)(F)F (2-iodobenzotrifluoride), CC(C(C(C(C)(C)C)=O)=O)CCC (tetramethyl heptanedione), C([O-])([O-])=O.[Cs+].[Cs+] (cesium carbonate), BrC1=CC=C(C=C1)S (4-bromothiophenol). Yields the product BrC1=CC=C(C=C1)SC1=C(C=CC=C1)C(F)(F)F (1-bromo-4-(2-(trifluoromethyl)phenylsulfanyl)-benzene). Procedure details: N-Methyl-2-pyrrolidone (10 mL) was added to 4-bromothiophenol (0.500 g, 2.64 mmol) in a sealed tube and the mixture was purged with argon for 5 minutes. After this time, 2-iodobenzotrifluoride (0.72 g, 2.64 mmol), CuCl (0.131 g, 1.32 mmol), tetramethyl heptanedione (0.14 mL, 0.66 mmol) and cesium carbonate (1.70 g, 5.28 mmol) were added to the reaction mixture. The reaction mixture was stirred at 130° C. under argon for 2 hours. The reaction mixture was cooled to room temperature, diluted with e... Conditions: temperature 130 celsius, time 2 hour. The reagents and catalysts are Cl[Cu] (CuCl). As a reaction SMILES: [Br:1][C:2]1[CH:7]=[CH:6][C:5]([SH:8])=[CH:4][CH:3]=1.I[C:10]1[CH:15]=[CH:14][CH:13]=[CH:12][C:11]=1[C:16]([F:19])([F:18])[F:17].CC(CCC)C(=O)C(=O)C(C)(C)C.C(=O)([O-])[O-].[Cs+].[Cs+]>C(OCC)(=O)C.Cl[Cu].CN1CCCC1=O>[Br:1][C:2]1[CH:7]=[CH:6][C:5]([S:8][C:10]2[CH:15]=[CH:14][CH:13]=[CH:12][C:11]=2[C:16]([F:19])([F:18])[F:17])=[CH:4][CH:3]=1 |f:3.4.5|. Solvent: hexanes, CN1C(CCC1)=O (N-Methyl-2-pyrrolidone), C(C)(=O)OCC (ethyl acetate). Reactants: COC(=O)C(C(C)=O)C(=O)C(C)Oc1ccc(Oc2ccc3cc(F)ccc3n2)cc1, CCC(=O)CC(=O)[O-], CCCCC(=O)[O-], CS(C)=O, [Cl-], [Cl-], CC(Oc1ccc(Oc2ccc3cc(F)ccc3n2)cc1)C(=O)O, [H][H], [Na+], [Na]. Product: CC(=O)CC(=O)C(C)Oc1ccc(Oc2ccc3cc(F)ccc3n2)cc1. RXN SMILES: [C:1]([CH3:2])(=[O:3])[CH:4]([C:5]([O:6][CH3:7])=[O:8])[C:9]([CH:10]([CH3:11])[O:12][c:13]1[cH:14][cH:15][c:16]([O:19][c:20]2[n:21][c:22]3[cH:23][cH:24][c:25]([F:30])[cH:26][c:27]3[cH:28][cH:29]2)[cH:17][cH:18]1)=[O:31].[CH3:60][CH2:61][C:62](=[O:63])[CH2:64][C:65]([O-:66])=[O:67].[CH3:68][CH2:69][CH2:70][CH2:71][C:72](=[O:73])[O-:74].[CH3:77][S:78]([CH3:79])=[O:80].[Cl-:34].[Cl-:76].[F:35][c:36]1[cH:37][c:38]2[c:39]([cH:40][cH:41]1)[n:42][c:43]([O:44][c:45]1[cH:46][cH:47][c:48]([O:49][CH:50]([CH3:51])[C:52]([OH:53])=[O:54])[cH:55][cH:56]1)[cH:57][cH:58]2.[H:32][H:33].[Na+:75].[Na:59]>>[C:1]([CH3:2])(=[O:3])[CH2:4][C:9]([CH:10]([CH3:11])[O:12][c:13]1[cH:14][cH:15][c:16]([O:19][c:20]2[n:21][c:22]3[cH:23][cH:24][c:25]([F:30])[cH:26][c:27]3[cH:28][cH:29]2)[cH:17][cH:18]1)=[O:31]. Reactants: N#N, O=[Mn]=O, CC(O)c1ncc(Cn2ccc(NC(=O)c3ncoc3-c3ccccc3)n2)o1. Yields the product CC(=O)c1ncc(Cn2ccc(NC(=O)c3ncoc3-c3ccccc3)n2)o1. As a reaction SMILES: [N:1]#[N:2].[O:31]=[Mn:32]=[O:33].[OH:3][CH:4]([CH3:5])[c:6]1[o:7][c:8]([CH2:11][n:12]2[n:13][c:14]([NH:17][C:18](=[O:19])[c:20]3[n:21][cH:22][o:23][c:24]3-[c:25]3[cH:26][cH:27][cH:28][cH:29][cH:30]3)[cH:15][cH:16]2)[cH:9][n:10]1>>[O:3]=[C:4]([CH3:5])[c:6]1[o:7][c:8]([CH2:11][n:12]2[n:13][c:14]([NH:17][C:18](=[O:19])[c:20]3[n:21][cH:22][o:23][c:24]3-[c:25]3[cH:26][cH:27][cH:28][cH:29][cH:30]3)[cH:15][cH:16]2)[cH:9][n:10]1. Procedure details: The titled compound was prepared following the procedure C using N-{4-[(4-butylphenyl)ethynyl]benzyl}-N-(2,2-dimethyl-4-oxo-4H-1,3-benzodioxin-6-yl)hexanamide and NaOH 5N aq in the presence of EtOH as a white foam (87%). 1R NMR (CDCl3, 300 MHz) δ 10.72 (s, 1H), 7.56 (d, J=2.5 Hz, 1H), 7.43 (m, 4H), 7.17 (m, 4H), 7.04 (dd, J=8.8, 2.5 Hz, 1H), 6.95 (d, J=8.8 Hz, 1H), 4.88 (s, 2H), 2.62 (t, J=7.7 Hz, 2H), 2.10 (t, J=7.6 Hz, 2H), 1.61 (m, 4H), 1.36 (m, 2H), 1.22 (m, 4H), 0.93 (t, J=7.3 Hz, 3H), 0.84... As a reaction SMILES: [CH2:1]([C:5]1[CH:10]=[CH:9][C:8]([C:11]#[C:12][C:13]2[CH:40]=[CH:39][C:16]([CH2:17][N:18]([C:26]3[CH:38]=[CH:37][C:29]4[O:30]C(C)(C)[O:32][C:33](=[O:34])[C:28]=4[CH:27]=3)[C:19](=[O:25])[CH2:20][CH2:21][CH2:22][CH2:23][CH3:24])=[CH:15][CH:14]=2)=[CH:7][CH:6]=1)[CH2:2][CH2:3][CH3:4].[OH-].[Na+]>CCO>[CH2:1]([C:5]1[CH:6]=[CH:7][C:8]([C:11]#[C:12][C:13]2[CH:40]=[CH:39][C:16]([CH2:17][N:18]([C:19](=[O:25])[CH2:20][CH2:21][CH2:22][CH2:23][CH3:24])[C:26]3[CH:38]=[CH:37][C:29]([OH:30])=[C:28]([CH:27]=3)[C:33]([OH:34])=[O:32])=[CH:15][CH:14]=2)=[CH:9][CH:10]=1)[CH2:2][CH2:3][CH3:4] |f:1.2|. Run in CCO (EtOH). Starting materials: C(CCC)C1=CC=C(C=C1)C#CC1=CC=C(CN(C(CCCCC)=O)C2=CC3=C(OC(OC3=O)(C)C)C=C2)C=C1 (N-{4-[(4-butylphenyl)ethynyl]benzyl}-N-(2,2-dimethyl-4-oxo-4H-1,3-benzodioxin-6-yl)hexanamide), [OH-].[Na+] (NaOH), 1R. Product: C(CCC)C1=CC=C(C=C1)C#CC1=CC=C(CN(C=2C=CC(=C(C(=O)O)C2)O)C(CCCCC)=O)C=C1 (5-[{4-[(4-butylphenyl)ethynyl]benzyl}(hexanoyl)amino]-2-hydroxybenzoic acid). Starting materials: CCOC(=O)CCCCCCC(=NOCc1ccc(OCc2nc(-c3ccccc3)oc2C)cc1)c1ccccc1, Cl, [Li+], C1CCOC1, [OH-], O. Yields the product Cc1oc(-c2ccccc2)nc1COc1ccc(CON=C(CCCCCCC(=O)O)c2ccccc2)cc1. As a reaction SMILES: [CH3:4][c:5]1[c:6]([CH2:16][O:17][c:18]2[cH:19][cH:20][c:21]([CH2:22][O:23][N:24]=[C:25]([CH2:26][CH2:27][CH2:28][CH2:29][CH2:30][CH2:31][C:32](=[O:33])[O:34][CH2:35][CH3:36])[c:37]3[cH:38][cH:39][cH:40][cH:41][cH:42]3)[cH:43][cH:44]2)[n:7][c:8](-[c:10]2[cH:11][cH:12][cH:13][cH:14][cH:15]2)[o:9]1.[ClH:45].[Li+:3].[O:46]1[CH2:47][CH2:48][CH2:49][CH2:50]1.[OH-:2].[OH2:1]>>[CH3:4][c:5]1[c:6]([CH2:16][O:17][c:18]2[cH:19][cH:20][c:21]([CH2:22][O:23][N:24]=[C:25]([CH2:26][CH2:27][CH2:28][CH2:29][CH2:30][CH2:31][C:32](=[O:33])[OH:34])[c:37]3[cH:38][cH:39][cH:40][cH:41][cH:42]3)[cH:43][cH:44]2)[n:7][c:8](-[c:10]2[cH:11][cH:12][cH:13][cH:14][cH:15]2)[o:9]1. The reactants are CSC1=[N+]2Cc3ccccc3CC2CS1, [I-], Nc1ccncc1, c1ccncc1. The product is S=C1SCC2Cc3ccccc3CN12. RXN SMILES: [CH3:2][S:3][C:4]1=[N+:8]2[CH:7]([CH2:6][S:5]1)[CH2:16][c:15]1[c:10]([cH:11][cH:12][cH:13][cH:14]1)[CH2:9]2.[I-:1].[NH2:17][c:18]1[cH:19][cH:20][n:21][cH:22][cH:23]1.[cH:24]1[cH:25][cH:26][n:27][cH:28][cH:29]1>>[S:3]=[C:4]1[S:5][CH2:6][CH:7]2[N:8]1[CH2:9][c:10]1[cH:11][cH:12][cH:13][cH:14][c:15]1[CH2:16]2. Reactants: C1=C(C2=NNCCCCCCCC2)CCCCCCCCC1, CCOCC, N#CC(Cl)(Cl)Cl, CC(O)c1cc(C(F)(F)F)cc2ccn(COCC[Si](C)(C)C)c12. Product: CC(OC(=N)C(Cl)(Cl)Cl)c1cc(C(F)(F)F)cc2ccn(COCC[Si](C)(C)C)c12. RXN SMILES: [C:1]1([C:2]2=[CH:12][CH2:11][CH2:10][CH2:9][CH2:8][CH2:7][CH2:6][CH2:5][CH2:4][CH2:3]2)=[N:22][NH:21][CH2:20][CH2:19][CH2:18][CH2:17][CH2:16][CH2:15][CH2:14][CH2:13]1.[CH3:53][CH2:54][O:55][CH2:56][CH3:57].[Cl:47][C:48]([C:49]#[N:50])([Cl:51])[Cl:52].[F:23][C:24]([c:25]1[cH:26][c:27]2[cH:28][cH:29][n:30]([CH2:37][O:38][CH2:39][CH2:40][Si:41]([CH3:42])([CH3:43])[CH3:44])[c:31]2[c:32]([CH:34]([CH3:35])[OH:36])[cH:33]1)([F:45])[F:46]>>[F:23][C:24]([c:25]1[cH:26][c:27]2[cH:28][cH:29][n:30]([CH2:37][O:38][CH2:39][CH2:40][Si:41]([CH3:42])([CH3:43])[CH3:44])[c:31]2[c:32]([CH:34]([CH3:35])[O:36][C:49]([C:48]([Cl:47])([Cl:51])[Cl:52])=[NH:50])[cH:33]1)([F:45])[F:46]. Reactants: C(=O)NC=1SC=C(N1)C(C(=O)NC1[C@@H]2N(C(=CCS2)C(=O)O)C1=O)=NOCCNC(=O)OC(C)(C)C (7-[2-(2-formamidothiazol-4-yl)-2-(2-tert-butoxycarbonylaminoethoxyimino)acetamido]-3-cephem-4-carboxylic acid), Cl (hydrochloric acid). The solvent is CO (methanol). Run at time 4 hour. The product is Cl.Cl.NC=1SC=C(N1)C(C(=O)NC1[C@@H]2N(C(=CCS2)C(=O)O)C1=O)=NOCCN (7-[2-(2-aminothiazol-4-yl)-2-(2-aminoethoxyimino)acetamido]-3-cephem-4-carboxylic acid dihydrochloride). Isolated yield 92.3%. Reaction SMILES: C([NH:3][C:4]1[S:5][CH:6]=[C:7]([C:9](=[N:25][O:26][CH2:27][CH2:28][NH:29]C(OC(C)(C)C)=O)[C:10]([NH:12][CH:13]2[C:23](=[O:24])[N:15]3[C:16]([C:20]([OH:22])=[O:21])=[CH:17][CH2:18][S:19][C@H:14]23)=[O:11])[N:8]=1)=O.[ClH:37]>CO>[ClH:37].[ClH:37].[NH2:3][C:4]1[S:5][CH:6]=[C:7]([C:9](=[N:25][O:26][CH2:27][CH2:28][NH2:29])[C:10]([NH:12][CH:13]2[C:23](=[O:24])[N:15]3[C:16]([C:20]([OH:22])=[O:21])=[CH:17][CH2:18][S:19][C@H:14]23)=[O:11])[N:8]=1 |f:3.4.5|. Procedure: A mixture of 7-[2-(2-formamidothiazol-4-yl)-2-(2-tert-butoxycarbonylaminoethoxyimino)acetamido]-3-cephem-4-carboxylic acid (syn isomer, 0.70 g.), conc. hydrochloric acid (0.48 g.) and methanol (7 ml.) was stirred at room temperature for 4 hours. After concentrating the resultant solution in vacuo, the residue was dissolved in methanol (10 ml.) and crystallized by adding diisopropyl ether (20 ml.). The precipitates were collected by filtration, washed with a mixture of methanol and diisopropyl et...